Dataset: the Open Reaction Database (ORD), a public repository of structured organic reaction records. Task: describe an organic reaction: reactants, conditions, products, and yield Reactants: C(C1=CC=CC=C1)C1C(NNC=C1)=O (4-benzyl-3,4-dihydro-2H-pyridazin-3-one), [Se](=O)=O (selenium dioxide), O (water). Solvent: C(C)O (ethanol). Yields the product C(C1=CC=CC=C1)C=1C(NN=CC1)=O (4-benzyl-2H-pyridazin-3-one). Yield: 52.4%. Reaction SMILES: [CH2:1]([CH:8]1[CH:13]=[CH:12][NH:11][NH:10][C:9]1=[O:14])[C:2]1[CH:7]=[CH:6][CH:5]=[CH:4][CH:3]=1.[Se](=O)=O.O>C(O)C>[CH2:1]([C:8]1[C:9](=[O:14])[NH:10][N:11]=[CH:12][CH:13]=1)[C:2]1[CH:3]=[CH:4][CH:5]=[CH:6][CH:7]=1. Procedure: To a solution of 1-methyl 2-benzylsuccinate (0.78 g) in tetrahydrofuran (12 mL) was added borane tetrahydrofuran complex (0.93 mol/L solution in tetrahydrofuran, 3.8 mL) at 0° C. The temperature was raised to room temperature, and the mixture was stirred for 15 hours. To the reaction mixture were added water and potassium carbonate, and the mixture was extracted with diethyl ether. After the organic layer was washed with water and dried over anhydrous magnesium sulfate, the solvent was removed u... The reactants are CN1CCCC1=O, O=C(O)CCc1c[nH]c2ccc(Cl)cc12, Fc1ccc(I)cc1, [K+], [K+], O=C([O-])[O-], O. Reaction SMILES: [CH3:30][N:31]1[CH2:32][CH2:33][CH2:34][C:35]1=[O:36].[Cl:1][c:2]1[cH:3][c:4]2[c:5]([CH2:11][CH2:12][C:13](=[O:14])[OH:15])[cH:6][nH:7][c:8]2[cH:9][cH:10]1.[F:16][c:17]1[cH:18][cH:19][c:20]([I:23])[cH:21][cH:22]1.[K+:24].[K+:25].[O-:26][C:27]([O-:28])=[O:29].[OH2:37]>>[Cl:1][c:2]1[cH:3][c:4]2[c:5]([CH2:11][CH2:12][C:13](=[O:14])[OH:15])[cH:6][n:7](-[c:20]3[cH:19][cH:18][c:17]([F:16])[cH:22][cH:21]3)[c:8]2[cH:9][cH:10]1. Yields the product O=C(O)CCc1cn(-c2ccc(F)cc2)c2ccc(Cl)cc12. Reactants: 19, N1C(=NC2=C1C=CC=C2)NC2C(CN(CC2)C(=O)OC)C (methyl 4-(1H-benzimidazol-2-ylamino)-3-methyl-1-piperidinecarboxylate), ClCC1=CC=C(C=C1)F (1-(chloromethyl)-4-fluorobenzene), C([O-])([O-])=O.[Na+].[Na+] (sodium carbonate). Run in CN(C=O)C (N,N-dimethylformamide). Run at temperature 70 celsius. Yields the product FC1=CC=C(C=C1)CN1C(=NC2=C1C=CC=C2)NC2C(CN(CC2)C(=O)OC)C (methyl 4-[1-(4-fluorophenylmethyl)-1H-benzimidazol-2-ylamino]-3-methyl-1-piperidinecarboxylate). The yield is 38.0%. Reaction SMILES: [NH:1]1[C:5]2[CH:6]=[CH:7][CH:8]=[CH:9][C:4]=2[N:3]=[C:2]1[NH:10][CH:11]1[CH2:16][CH2:15][N:14]([C:17]([O:19][CH3:20])=[O:18])[CH2:13][CH:12]1[CH3:21].Cl[CH2:23][C:24]1[CH:29]=[CH:28][C:27]([F:30])=[CH:26][CH:25]=1.C(=O)([O-])[O-].[Na+].[Na+]>CN(C)C=O>[F:30][C:27]1[CH:28]=[CH:29][C:24]([CH2:23][N:1]2[C:5]3[CH:6]=[CH:7][CH:8]=[CH:9][C:4]=3[N:3]=[C:2]2[NH:10][CH:11]2[CH2:16][CH2:15][N:14]([C:17]([O:19][CH3:20])=[O:18])[CH2:13][CH:12]2[CH3:21])=[CH:25][CH:26]=1 |f:2.3.4|. Procedure details: A mixture of 19 parts of methyl 4-(1H-benzimidazol-2-ylamino)-3-methyl-1-piperidinecarboxylate, 11 parts of 1-(chloromethyl)-4-fluorobenzene, 6 parts of sodium carbonate and 135 parts of N,N-dimethylformamide is stirred and heated overnight at 70° C. The reaction mixture is cooled and poured onto water. The product is extracted three times with methylbenzene. The combined extracts are dried, filtered and evaporated. The residue is purified by column-chromatography over silica gel using a mixture... Starting materials: BrBr (bromine), S(=O)(=O)=O (sulphur trioxide), Br.CC=1C(=NC=CC1)CCCCN (4-(3-methyl-2-pyridyl)butylamine hydrobromide). Run in FC(C(F)(Cl)Cl)(F)Cl (1,1,2-trifluorotrichloroethane), FC(C(F)(Cl)Cl)(F)Cl (1,1,2-trifluorotrichloroethane). The product is BrC=1C=C(C(=NC1)CCCCN)C (4-(5-bromo-3-methyl-2-pyridyl)-butylamine). The yield is 46.1%. Reaction SMILES: S(=O)(=O)=O.[BrH:5].[CH3:6][C:7]1[C:8]([CH2:13][CH2:14][CH2:15][CH2:16][NH2:17])=[N:9][CH:10]=[CH:11][CH:12]=1.BrBr>FC(Cl)(F)C(Cl)(Cl)F>[Br:5][C:11]1[CH:12]=[C:7]([CH3:6])[C:8]([CH2:13][CH2:14][CH2:15][CH2:16][NH2:17])=[N:9][CH:10]=1 |f:1.2|. Reported procedure: A solution of sulphur trioxide (150 ml) in 1,1,2-trifluorotrichloroethane (550 ml) was added over 30 min to a suspension of 4-(3-methyl-2-pyridyl)butylamine hydrobromide (14.2 g) [prepared by reacting 4-(3-methyl-2-pyridyl)butylamine with hydrobromic acid (0.89M)] in 1,1,2-trifluorotrichloroethane and to this mixture was added liquid bromine (5.56 g). The mixture was heated under reflux for ca 16 hr. The solvent was removed by distillation and unbrominated starting material was removed by acetyl... Reactants: COC=1C=C2CC(NC2=CC1OC)=O (5,6-dimethoxy-2-oxindole), ClS(=O)(=O)N=C=O (chlorosulfonyl isocyanate), C(C)#N (acetonitrile). Solvent: C(C)(=O)OCC (ethyl acetate). Yields the product COC=1C=C2CC(N(C2=CC1OC)C(=O)N)=O (5,6-Dimethoxy-2-oxindole-1-carboxamide), crude product. Reaction SMILES: [CH3:1][O:2][C:3]1[CH:4]=[C:5]2[C:9](=[CH:10][C:11]=1[O:12][CH3:13])[NH:8][C:7](=[O:14])[CH2:6]2.ClS([N:19]=[C:20]=[O:21])(=O)=O.C(#N)C>C(OCC)(=O)C>[CH3:1][O:2][C:3]1[CH:4]=[C:5]2[C:9](=[CH:10][C:11]=1[O:12][CH3:13])[N:8]([C:20]([NH2:19])=[O:21])[C:7](=[O:14])[CH2:6]2. Procedure: Following the procedure of Example 24, the title compound was prepared from 5,6-dimethoxy-2-oxindole (8.0 g, 0.042 mole), chlorosulfonyl isocyanate (7.08 g, 0.05 mole) and acetonitrile (75 ml). The crude product obtained upon evaporation of the ethyl acetate extract was recrystallized from acetonitrile/acetic acid (1:1). Yield=6.02 g (60%); m.p. 206.5°-209° C.